Dataset: the Open Reaction Database (ORD), a public repository of structured organic reaction records. Task: describe an organic reaction: reactants, conditions, products, and yield Reactants: C1(=CC=CC=C1)S(=O)(=O)CCCOC1=CC=C(CN2C=NC=C2)C=C1 (1-[4-(3-benzenesulfonylpropyloxy)benzyl]imidazole), Cl (hydrogen chloride), resultant solution. The solvent is CCOCC (ether), COCCOC (DME). The product is Cl.C1(=CC=CC=C1)S(=O)(=O)CCCOC1=CC=C(CN2C=NC=C2)C=C1 (1-[4-(3-benzenesulfonylpropyloxy)benzyl]imidazole hydrochloride). Reaction SMILES: [C:1]1([S:7]([CH2:10][CH2:11][CH2:12][O:13][C:14]2[CH:25]=[CH:24][C:17]([CH2:18][N:19]3[CH:23]=[CH:22][N:21]=[CH:20]3)=[CH:16][CH:15]=2)(=[O:9])=[O:8])[CH:6]=[CH:5][CH:4]=[CH:3][CH:2]=1.[ClH:26]>CCOCC.COCCOC>[ClH:26].[C:1]1([S:7]([CH2:10][CH2:11][CH2:12][O:13][C:14]2[CH:15]=[CH:16][C:17]([CH2:18][N:19]3[CH:23]=[CH:22][N:21]=[CH:20]3)=[CH:24][CH:25]=2)(=[O:9])=[O:8])[CH:2]=[CH:3][CH:4]=[CH:5][CH:6]=1 |f:4.5|. Reported procedure: 0.55 g of 1-[4-(3-benzenesulfonylpropyloxy)benzyl]imidazole were dissolved in a mixed solvent of ether and DME, and hydrogen chloride gas was blown into the resultant solution for 5 minutes. The crystals precipitated were separated by filtration, thereby affording 0.49 g of 1-[4-(3-benzenesulfonylpropyloxy)benzyl]imidazole hydrochloride with a melting point of 194-196° C. The reactants are 42.6, ClCCCN1C(N(C2=C1C=CC=C2)C(=C)C)=O (1-(3-chloropropyl)-1,3-dihydro-3-(1-methylethenyl)-2H-benzimidazol-2-one), C1(=CC=CC=C1)C(N1CCNCC1)C1=CC=CC=C1 (1-(diphenylmethyl)piperazine), C([O-])([O-])=O.[Na+].[Na+] (sodium carbonate), CC(CC(C)=O)C (4-methyl-2-pentanone). Solvent: O (water), O (water). Product: C1(=CC=CC=C1)C(N1CCN(CC1)CCCN1C(N(C2=C1C=CC=C2)C(=C)C)=O)C2=CC=CC=C2 (1-{3-[4-(diphenylmethyl)-1-piperazinyl]propyl}-1,3-dihydro-3-(1-methylethenyl)-2H-benzimidazol-2-one). As a reaction SMILES: Cl[CH2:2][CH2:3][CH2:4][N:5]1[C:9]2[CH:10]=[CH:11][CH:12]=[CH:13][C:8]=2[N:7]([C:14]([CH3:16])=[CH2:15])[C:6]1=[O:17].[C:18]1([CH:24]([C:31]2[CH:36]=[CH:35][CH:34]=[CH:33][CH:32]=2)[N:25]2[CH2:30][CH2:29][NH:28][CH2:27][CH2:26]2)[CH:23]=[CH:22][CH:21]=[CH:20][CH:19]=1.C(=O)([O-])[O-].[Na+].[Na+].CC(C)CC(=O)C>O>[C:31]1([CH:24]([C:18]2[CH:23]=[CH:22][CH:21]=[CH:20][CH:19]=2)[N:25]2[CH2:26][CH2:27][N:28]([CH2:2][CH2:3][CH2:4][N:5]3[C:9]4[CH:10]=[CH:11][CH:12]=[CH:13][C:8]=4[N:7]([C:14]([CH3:16])=[CH2:15])[C:6]3=[O:17])[CH2:29][CH2:30]2)[CH:32]=[CH:33][CH:34]=[CH:35][CH:36]=1 |f:2.3.4|. Procedure details: A mixture of 42.6 parts of 1-(3-chloropropyl)-1,3-dihydro-3-(1-methylethenyl)-2H-benzimidazol-2-one, 38 parts of 1-(diphenylmethyl)piperazine, 48 parts of sodium carbonate and 400 parts of 4-methyl-2-pentanone is stirred and refluxed overnight with water-separator. The reaction mixture is cooled, water is cooled and the layers are separated. The 4-methyl-2-pentanone-phase is washed with water, dried, filtered and evaporated. The oily residue is purified by column-chromatography over silica gel u... Reactants: CN(C)C=O, CNC1CNC1, CN1CCCC1, CCO, Cl, Cl, Cc1cc(F)c(N)nc1-n1cc(C(=O)O)c(=O)c2cc(F)c(F)c(Cl)c21. Product: CNC1CN(c2c(F)cc3c(=O)c(C(=O)O)cn(-c4nc(N)c(F)cc4C)c3c2Cl)C1. Reaction SMILES: [CH3:1][N:2]([CH3:3])[CH:4]=[O:5].[CH3:34][NH:35][CH:36]1[CH2:37][NH:38][CH2:39]1.[CH3:40][N:41]1[CH2:42][CH2:43][CH2:44][CH2:45]1.[CH3:46][CH2:47][OH:48].[ClH:32].[ClH:33].[NH2:6][c:7]1[c:8]([F:31])[cH:9][c:10]([CH3:30])[c:11](-[n:13]2[cH:14][c:15]([C:27](=[O:28])[OH:29])[c:16](=[O:26])[c:17]3[cH:18][c:19]([F:25])[c:20]([F:24])[c:21]([Cl:23])[c:22]23)[n:12]1>>[NH2:6][c:7]1[c:8]([F:31])[cH:9][c:10]([CH3:30])[c:11](-[n:13]2[cH:14][c:15]([C:27](=[O:28])[OH:29])[c:16](=[O:26])[c:17]3[cH:18][c:19]([F:25])[c:20]([N:38]4[CH2:37][CH:36]([NH:35][CH3:34])[CH2:39]4)[c:21]([Cl:23])[c:22]23)[n:12]1. Starting materials: [Cl-].[Al+3].[Cl-].[Cl-] (aluminum chloride), ice water, C(C1=CC=CC=C1)NC1=NNC2=NC=NC(=C21)NC2=CC(=CC=C2)Cl (3-benzylamino-4-(3-chloro-phenylamino)-1H-pyrazolo[3,4-d]-pyrimidine). Run in C1=CC=CC=C1 (benzene), C1=CC=CC=C1 (benzene), C1=CC=CC=C1 (benzene). Run at temperature 80 celsius, time 2 hour. Product: NC1=NNC2=NC=NC(=C21)NC2=CC(=CC=C2)Cl (3-amino-4-(3-chloro-phenylamino)-1H-pyrazolo[3,4-d]pyrimidine). Reaction SMILES: C([NH:8][C:9]1[C:17]2[C:12](=[N:13][CH:14]=[N:15][C:16]=2[NH:18][C:19]2[CH:24]=[CH:23][CH:22]=[C:21]([Cl:25])[CH:20]=2)[NH:11][N:10]=1)C1C=CC=CC=1.[Cl-].[Al+3].[Cl-].[Cl-]>C1C=CC=CC=1>[NH2:8][C:9]1[C:17]2[C:12](=[N:13][CH:14]=[N:15][C:16]=2[NH:18][C:19]2[CH:24]=[CH:23][CH:22]=[C:21]([Cl:25])[CH:20]=2)[NH:11][N:10]=1 |f:1.2.3.4|. Reported procedure: In order to remove residual water, some solvent is distilled off from a suspension of 75.8 g (216 mmol) of 3-benzylamino-4-(3-chloro-phenylamino)-1H-pyrazolo[3,4-d]-pyrimidine in 1.5 liters of benzene. Then, with exclusion of moisture, the suspension is introduced into 84 g of aluminum chloride (Fluka, Buchs/Switzerland) in 500 ml of benzene. The reaction mixture is heated at 80° C. for 2.5 hours and then cooled to RT. The supernatant benzene phase is poured into 2 kg of ice-water (leaving behin... Reactants: C1CCOC1, C[Si](C)(C)[N-][Si](C)(C)C, CI, [Li+], CC(C)(C)OC(=O)N1CCCC2(CC1)C(=O)NCC2c1ccccc1. The product is CN1CC(c2ccccc2)C2(CCCN(C(=O)OC(C)(C)C)CC2)C1=O. RXN SMILES: [CH2:38]1[O:39][CH2:40][CH2:41][CH2:42]1.[CH3:27][Si:28]([N-:29][Si:30]([CH3:31])([CH3:32])[CH3:33])([CH3:34])[CH3:35].[I:36][CH3:37].[Li+:26].[O:1]=[C:2]1[NH:3][CH2:4][CH:5]([c:20]2[cH:21][cH:22][cH:23][cH:24][cH:25]2)[C:6]12[CH2:7][CH2:8][N:9]([C:13](=[O:14])[O:15][C:16]([CH3:17])([CH3:18])[CH3:19])[CH2:10][CH2:11][CH2:12]2>>[O:1]=[C:2]1[N:3]([CH3:27])[CH2:4][CH:5]([c:20]2[cH:21][cH:22][cH:23][cH:24][cH:25]2)[C:6]12[CH2:7][CH2:8][N:9]([C:13](=[O:14])[O:15][C:16]([CH3:17])([CH3:18])[CH3:19])[CH2:10][CH2:11][CH2:12]2.